From a dataset of the Open Reaction Database (ORD), a public repository of structured organic reaction records. describe an organic reaction: reactants, conditions, products, and yield Reactants: ClC1=NC(=CC=C1)N1C=C(C=C1)C1=NC=CC=C1 (2-Chloro-6-(3-pyridin-2-yl-1H-pyrrol-1-yl)pyridine), O (H2O), C(C)B(C=1C=NC=CC1)CC (diethyl-(3-pyridyl)borane), C([O-])([O-])=O.[K+].[K+] (potassium carbonate). Reagents/catalysts: Cl[Pd]([P](C1=CC=CC=C1)(C2=CC=CC=C2)C3=CC=CC=C3)([P](C4=CC=CC=C4)(C5=CC=CC=C5)C6=CC=CC=C6)Cl (bis(triphenylphosphine)palladium dichloride). The solvent is COCCOC (DME), CCOC(=O)C (EtOAc). Product: N1=C(C=CC=C1)C1=CN(C=C1)C1=CC=CC(=N1)C=1C=NC=CC1 (6-(3-pyridin-2-yl-1H-pyrrol-1-yl)-2,3′-bipyridine). RXN SMILES: Cl[C:2]1[CH:7]=[CH:6][CH:5]=[C:4]([N:8]2[CH:12]=[CH:11][C:10]([C:13]3[CH:18]=[CH:17][CH:16]=[CH:15][N:14]=3)=[CH:9]2)[N:3]=1.C(B(CC)[C:22]1[CH:23]=[N:24][CH:25]=[CH:26][CH:27]=1)C.C(=O)([O-])[O-].[K+].[K+].O>COCCOC.CCOC(C)=O.Cl[Pd](Cl)([P](C1C=CC=CC=1)(C1C=CC=CC=1)C1C=CC=CC=1)[P](C1C=CC=CC=1)(C1C=CC=CC=1)C1C=CC=CC=1>[N:14]1[CH:15]=[CH:16][CH:17]=[CH:18][C:13]=1[C:10]1[CH:11]=[CH:12][N:8]([C:4]2[N:3]=[C:2]([C:22]3[CH:23]=[N:24][CH:25]=[CH:26][CH:27]=3)[CH:7]=[CH:6][CH:5]=2)[CH:9]=1 |f:2.3.4,^1:51,70|. Procedure: 2-Chloro-6-(3-pyridin-2-yl-1H-pyrrol-1-yl)pyridine (256 mg, 1.0 mmol), diethyl-(3-pyridyl)borane (162 mg, 1.1 mmol), bis(triphenylphosphine)palladium dichloride (35 mg, 0.05 mmol), and potassium carbonate (345 mg, 2.5 mmol) were combined in 3 mL of 1:1 DME:H2O and heated via microwave irradiation for 5 min at 160° C. The reaction was diluted with 50 mL EtOAc and partitioned with H2O (50 mL). The EtOAc layer was dried over MgSO4, filtered, and concentrated in vacuo. The crude material was purifie... Reactants: ClC=1C(=NC=NC1Cl)N (5,6-dichloropyrimidin-4-amine), NCC1CCN(CC1)C(=O)OC(C)(C)C (tert-butyl 4-(aminomethyl)piperidine-1-carboxylate), O(C1=CC=CC=C1)C1=CC=C(C=C1)B(O)O ((4-phenoxyphenyl)boronic acid), C1(CC1)S(=O)(=O)Cl (cyclopropanesulfonyl chloride). Product: C1(CC1)S(=O)(=O)N1CCC(CC1)CNC1=NC=NC(=C1C1=CC=C(C=C1)OC1=CC=CC=C1)N (N4-((1-(cyclopropylsulfonyl)piperidin-4-yl)methyl)-5-(4-phenoxyphenyl)pyrimidine-4,6-diamine). As a reaction SMILES: Cl[C:2]1[C:3]([NH2:9])=[N:4][CH:5]=[N:6][C:7]=1Cl.[NH2:10][CH2:11][CH:12]1[CH2:17][CH2:16][N:15](C(OC(C)(C)C)=O)[CH2:14][CH2:13]1.[O:25]([C:32]1[CH:37]=[CH:36][C:35](B(O)O)=[CH:34][CH:33]=1)[C:26]1[CH:31]=[CH:30][CH:29]=[CH:28][CH:27]=1.[CH:41]1([S:44](Cl)(=[O:46])=[O:45])[CH2:43][CH2:42]1>>[CH:41]1([S:44]([N:15]2[CH2:14][CH2:13][CH:12]([CH2:11][NH:10][C:7]3[C:2]([C:29]4[CH:30]=[CH:31][C:26]([O:25][C:32]5[CH:37]=[CH:36][CH:35]=[CH:34][CH:33]=5)=[CH:27][CH:28]=4)=[C:3]([NH2:9])[N:4]=[CH:5][N:6]=3)[CH2:17][CH2:16]2)(=[O:46])=[O:45])[CH2:43][CH2:42]1. Procedure details: N4-((1-(cyclopropylsulfonyl)piperidin-4-yl)methyl)-5-(4-phenoxyphenyl)pyrimidine-4,6-diamine was prepared from 5,6-dichloropyrimidin-4-amine, tert-butyl 4-(aminomethyl)piperidine-1-carboxylate, (4-phenoxyphenyl)boronic acid, and cyclopropanesulfonyl chloride using methods B, C, D, and G. HPLC purity: 96%. MS: m/z=480 [M+H]+. The reactants are BrC1=CC=CC(=N1)CO ((6-bromopyridin-2-yl)methanol), BrN1C(CCC1=O)=O (N-bromosuccinimide). The solvent is ClCCl (dichloromethane). Run at temperature 0 celsius, time 1 hour. The product is BrC1=NC(=CC=C1)CBr (2-Bromo-6-(bromomethyl)pyridine). As a reaction SMILES: [Br:1][C:2]1[N:7]=[C:6]([CH2:8]O)[CH:5]=[CH:4][CH:3]=1.[Br:10]N1C(=O)CCC1=O>ClCCl>[Br:1][C:2]1[CH:3]=[CH:4][CH:5]=[C:6]([CH2:8][Br:10])[N:7]=1. Reported procedure: A solution of (6-bromopyridin-2-yl)methanol (25 g, 133 mmol) in dichloromethane (200 ml) was charged with triphenylphosphene (41.8 g, 160 mmol). The reaction was cooled to 0° C. and N-bromosuccinimide (26 g, 146 mmol) was added over one minute. After 1 hour, the reaction was concentrated in vacuo and directly purified via silica gel chromatography to afford the title compound.